From a dataset of the Open Reaction Database (ORD), a public repository of structured organic reaction records. describe an organic reaction: reactants, conditions, products, and yield Starting materials: ClCCl, Cc1ccc2c(N=CC(O)(CC(C)(C)c3ccccc3)C(F)(F)F)cccc2n1. Yields the product Cc1ccc2c(NC3c4ccccc4C(C)(C)CC3(O)C(F)(F)F)cccc2n1. As a reaction SMILES: [Cl:30][CH2:31][Cl:32].[F:1][C:2]([C:3]([CH2:4][C:5]([CH3:6])([CH3:7])[c:8]1[cH:9][cH:10][cH:11][cH:12][cH:13]1)([OH:14])[CH:15]=[N:16][c:17]1[c:18]2[cH:19][cH:20][c:21]([CH3:27])[n:22][c:23]2[cH:24][cH:25][cH:26]1)([F:28])[F:29]>>[F:1][C:2]([C:3]1([OH:14])[CH2:4][C:5]([CH3:6])([CH3:7])[c:8]2[c:9]([cH:10][cH:11][cH:12][cH:13]2)[CH:15]1[NH:16][c:17]1[c:18]2[cH:19][cH:20][c:21]([CH3:27])[n:22][c:23]2[cH:24][cH:25][cH:26]1)([F:28])[F:29]. Reactants: N1=C(NC2=NC=CC=C21)CC#N (3H-Imidazo[4,5-b]pyridin-2-ylacetonitrile), CCO (EtOH), C(=O)(O)[O-].[Na+] (NaHCO3), C(=O)(O)[O-].[Na+] (NaHCO3). Run at temperature 0 celsius. The product is N1=C(NC2=NC=CC=C21)CC(=O)OCC (Ethyl 3H-imidazo[4,5-b]pyridin-2-ylacetate). RXN SMILES: [N:1]1[C:9]2[C:4](=[N:5][CH:6]=[CH:7][CH:8]=2)[NH:3][C:2]=1[CH2:10][C:11]#N.C([O-])(O)=[O:14].[Na+].[CH3:18][CH2:19][OH:20]>>[N:1]1[C:9]2[C:4](=[N:5][CH:6]=[CH:7][CH:8]=2)[NH:3][C:2]=1[CH2:10][C:11]([O:20][CH2:19][CH3:18])=[O:14] |f:1.2|. Procedure: 3H-Imidazo[4,5-b]pyridin-2-ylacetonitrile was suspended in EtOH, and gaseous HCl was bubbled through for 3 hours. The suspension initially dissolved, but a precipitate started forming almost immediately. The reaction mixture was cooled to 0° C. and a cold saturated NaHCO3 solution was carefully added. Solid NaHCO3 was also added until a pH of 7.6 was achieved. The aqueous phase was then extracted with EtOAc, and the organic extracts were dried (Na2SO4). After evaporation of the solvent under red... The reactants are Cc1cc(C(=O)O)cc(Cl)n1, Cc1ccc([N+](=O)[O-])cc1N. The reagents and catalysts are CCN=C=NCCCN(C)C.Cl (EDC-HCl), CN1CCOCC1 (NMM), C1(=C(C(=C(C(=C1F)F)F)F)F)O (Pentafluorophenol). Run in CN(C)C=O (DMF), CN(C)C=O (DMF), CN(C)C=O (DMF), CN(C)C=O (DMF), CN(C)C=O (DMF), CN(C)C=O (DMF). Conditions: temperature 25 celsius, time 2 hour. Product: Cc1cc(C(=O)Nc2cc([N+](=O)[O-])ccc2C)cc(Cl)n1. Yield: 3.0%. RXN SMILES: Cc1ccc([N+](=O)[O-])cc1N.Cc1cc(C(=O)O)cc(Cl)n1.CCN=C=NCCCN(C)C.Cl.C1(=C(C(=C(C(=C1F)F)F)F)F)O.CN1CCOCC1.CN(C)C=O>>Cc1cc(C(=O)Nc2cc([N+](=O)[O-])ccc2C)cc(Cl)n1. Procedure: 5.53 g of potassium carbonate and 3.33 ml of valeryl chloride were added to a solution of 1 g of the product of Stage C in 200 ml of dry acetone. After stirring for 20 hours at ambient temperature, the solution was filtered and dried. Purification was carried out by chromatography with dichloromethane-ethyl acetate 85-15 to obtain 11.6 g of the expected product as a white solid with a Run at time 20 hour. Yields the product C(#N)C(C(=O)OCC)N(C(CCCC)=O)CC1=CC=C(C=C1)C1=C(C=CC=C1)S(=O)(=O)N=CN(C)C (ethyl cyano-[[[2'-[[[(dimethylamino)-methylene]-amino]-sulfonyl]-(1,1'-biphenyl)-4-yl]-methyl]-(1-oxopentyl)-amino]acetate). As a reaction SMILES: C(=O)([O-])[O-].[K+].[K+].[C:7](Cl)(=[O:12])[CH2:8][CH2:9][CH2:10][CH3:11].[C:14]([CH:16]([NH:22][CH2:23][C:24]1[CH:29]=[CH:28][C:27]([C:30]2[CH:35]=[CH:34][CH:33]=[CH:32][C:31]=2[S:36]([N:39]=[CH:40][N:41]([CH3:43])[CH3:42])(=[O:38])=[O:37])=[CH:26][CH:25]=1)[C:17]([O:19][CH2:20][CH3:21])=[O:18])#[N:15]>CC(C)=O>[C:14]([CH:16]([N:22]([CH2:23][C:24]1[CH:29]=[CH:28][C:27]([C:30]2[CH:35]=[CH:34][CH:33]=[CH:32][C:31]=2[S:36]([N:39]=[CH:40][N:41]([CH3:42])[CH3:43])(=[O:38])=[O:37])=[CH:26][CH:25]=1)[C:7](=[O:12])[CH2:8][CH2:9][CH2:10][CH3:11])[C:17]([O:19][CH2:20][CH3:21])=[O:18])#[N:15] |f:0.1.2|. The reactants are C([O-])([O-])=O.[K+].[K+] (potassium carbonate), C(CCCC)(=O)Cl (valeryl chloride), C(#N)C(C(=O)OCC)NCC1=CC=C(C=C1)C1=C(C=CC=C1)S(=O)(=O)N=CN(C)C (ethyl cyano-[[[2'-[[[(dimethylamino)methylene]amino]sulfonyl](1,1'-biphenyl)4-yl]methyl]amino]acetate). Run in CC(=O)C (acetone). Reactants: Cc1cc([N+](=O)[O-])cc(C)c1N, CC#N, O=C(Cl)CC1CCCC1, O. Product: Cc1cc([N+](=O)[O-])cc(C)c1NC(=O)CC1CCCC1. RXN SMILES: [CH3:1][c:2]1[c:3]([NH2:12])[c:4]([CH3:11])[cH:5][c:6]([N+:8](=[O:9])[O-:10])[cH:7]1.[CH3:23][C:24]#[N:25].[CH:13]1([CH2:18][C:19](=[O:20])[Cl:21])[CH2:14][CH2:15][CH2:16][CH2:17]1.[OH2:22]>>[CH3:1][c:2]1[c:3]([NH:12][C:19]([CH2:18][CH:13]2[CH2:14][CH2:15][CH2:16][CH2:17]2)=[O:20])[c:4]([CH3:11])[cH:5][c:6]([N+:8](=[O:9])[O-:10])[cH:7]1. The reactants are C(C1=CC=CC=C1)OC[C@H]([C@H](C(F)(F)F)O)NC(=O)N[C@](CC1=CC=CC=C1)(C1=CC=C(C=C1)F)C1=CC(=CC(=C1)OC(C(F)F)(F)F)F (1-((2R,3R)-1-(benzyloxy)-4,4,4-trifluoro-3-hydroxybutan-2-yl)-3-((R)-1-(3-fluoro-5-(1,1,2,2-tetrafluoroethoxy)phenyl)-1-(4-fluorophenyl)-2-phenylethyl)urea). Reagents/catalysts: [OH-].[OH-].[Pd+2] (Pd(OH)2/C). Run in C1CCOC1 (THF). Yields the product FC=1C=C(C=C(C1)OC(C(F)F)(F)F)[C@@](CC1=CC=CC=C1)(C1=CC=C(C=C1)F)NC(=O)N[C@H](CO)[C@H](C(F)(F)F)O (1-((R)-1-(3-fluoro-5-(1,1,2,2-tetrafluoroethoxy)phenyl)-1-(4-fluorophenyl)-2-phenylethyl)-3-((2R,3R)-4,4,4-trifluoro-1,3-dihydroxybutan-2-yl)urea). RXN SMILES: C([O:8][CH2:9][C@@H:10]([NH:17][C:18]([NH:20][C@@:21]([C:36]1[CH:41]=[C:40]([O:42][C:43]([F:48])([F:47])[CH:44]([F:46])[F:45])[CH:39]=[C:38]([F:49])[CH:37]=1)([C:29]1[CH:34]=[CH:33][C:32]([F:35])=[CH:31][CH:30]=1)[CH2:22][C:23]1[CH:28]=[CH:27][CH:26]=[CH:25][CH:24]=1)=[O:19])[C@@H:11]([OH:16])[C:12]([F:15])([F:14])[F:13])C1C=CC=CC=1>C1COCC1.[OH-].[OH-].[Pd+2]>[F:49][C:38]1[CH:37]=[C:36]([C@:21]([NH:20][C:18]([NH:17][C@@H:10]([C@@H:11]([OH:16])[C:12]([F:13])([F:14])[F:15])[CH2:9][OH:8])=[O:19])([C:29]2[CH:30]=[CH:31][C:32]([F:35])=[CH:33][CH:34]=2)[CH2:22][C:23]2[CH:28]=[CH:27][CH:26]=[CH:25][CH:24]=2)[CH:41]=[C:40]([O:42][C:43]([F:48])([F:47])[CH:44]([F:46])[F:45])[CH:39]=1 |f:2.3.4|. Procedure: To a solution of 1-((2R,3R)-1-(benzyloxy)-4,4,4-trifluoro-3-hydroxybutan-2-yl)-3-((R)-1-(3-fluoro-5-(1,1,2,2-tetrafluoroethoxy)phenyl)-1-(4-fluorophenyl)-2-phenylethyl)urea (Example 236, 17 mg, 0.024 mmol) in THF (1 mL) was added 20% Pd(OH)2/C (8 mg) and the slurry was subjected to balloon hydrogenation for 18 h. The reaction mixture was filtered and the filtrate was concentrated and purified by preparative HPLC (Shimadzu-YMC-ODS-A 5μ column, 30×100 mm eluting with 30-100% MeOH (90% in H2O, 0.1%...